Dataset: the Open Reaction Database (ORD), a public repository of structured organic reaction records. Task: describe an organic reaction: reactants, conditions, products, and yield Reactants: ClC1=NC(=CC(=N1)Cl)Cl (2,4,6-trichloropyrimidine), S(=O)(=O)(O)O.COC(N)=N (O-methyl-isourea sulphate), C([O-])([O-])=O.[K+].[K+] (potassium carbonate). Run in C1(=CC=CC=C1)C (toluene). Conditions: temperature 110 celsius, time 10 hour. Product: ClC1=NC(=NC(=C1)Cl)NC(OC)=N (N-(4,6-dichloro-pyrimidin-2-yl)-O-methylisourea). The yield is 142.6%. As a reaction SMILES: Cl[C:2]1[N:7]=[C:6]([Cl:8])[CH:5]=[C:4]([Cl:9])[N:3]=1.S(O)(O)(=O)=O.[CH3:15][O:16][C:17](=[NH:19])[NH2:18].C(=O)([O-])[O-].[K+].[K+]>C1(C)C=CC=CC=1>[Cl:9][C:4]1[CH:5]=[C:6]([Cl:8])[N:7]=[C:2]([NH:19][C:17](=[NH:18])[O:16][CH3:15])[N:3]=1 |f:1.2,3.4.5|. Procedure details: 45.9 g (0.25 mol) of 2,4,6-trichloropyrimidine, 30.8 g (0.125 mol) of O-methyl-isourea sulphate and 51.8 g (0.375 mol) of ground potassium carbonate are suspended in 800 ml of toluene and stirred at 110° C. for 10 hours. After cooling, the crystalline solid is filtered off with suction, stirred with water for 15 minutes and again filtered off with suction. 39.4 g of N-(4,6-dichloro-pyrimidin-2-yl)-O-methylisourea are obtained (GC purity 98%: 38.6 g; yield: 69 of theory), melting point 178° C. The reactants are [C+4], CCN(C)C(=O)NC(C(=O)OCc1ccccc1)C(C)C, CO, [OH-], [OH-], [OH-], [OH-], [OH-], [OH-], [Pd+2]. Product: CCN(C)C(=O)NC(C(=O)O)C(C)C. RXN SMILES: [C+4:24].[CH2:1]([CH3:2])[N:3]([C:4](=[O:5])[NH:6][CH:7]([C:8](=[O:9])[O:10][CH2:11][c:12]1[cH:13][cH:14][cH:15][cH:16][cH:17]1)[CH:18]([CH3:19])[CH3:20])[CH3:21].[CH3:22][OH:23].[OH-:25].[OH-:27].[OH-:28].[OH-:29].[OH-:30].[OH-:31].[Pd+2:26]>>[CH2:1]([CH3:2])[N:3]([C:4](=[O:5])[NH:6][CH:7]([C:8](=[O:9])[OH:10])[CH:18]([CH3:19])[CH3:20])[CH3:21].